Dataset: the Open Reaction Database (ORD), a public repository of structured organic reaction records. Task: describe an organic reaction: reactants, conditions, products, and yield The reactants are BrC=1C=C2C(=C(C=NC2=CC1)C(C)=O)O (1-(6-Bromo-4-hydroxyquinolin-3-yl)ethanone), C([O-])(O)=O.[Na+].C(C)(=O)OCC (sodium bicarbonate ethyl acetate), P(=O)(Cl)(Cl)Cl (phosphoryl chloride). Reaction conditions: temperature 85 celsius, time 3 hour. Yields the product BrC=1C=C2C(=C(C=NC2=CC1)C(C)=O)Cl (1-(6-Bromo-4-chloroquinolin-3-yl)ethanone). Isolated yield 72.0%. Reaction SMILES: [Br:1][C:2]1[CH:3]=[C:4]2[C:9](=[CH:10][CH:11]=1)[N:8]=[CH:7][C:6]([C:12](=[O:14])[CH3:13])=[C:5]2O.C(=O)(O)[O-].[Na+].C(OCC)(=O)C.P(Cl)(Cl)([Cl:29])=O>>[Br:1][C:2]1[CH:3]=[C:4]2[C:9](=[CH:10][CH:11]=1)[N:8]=[CH:7][C:6]([C:12](=[O:14])[CH3:13])=[C:5]2[Cl:29] |f:1.2.3|. Procedure details: 1-(6-Bromo-4-hydroxyquinolin-3-yl)ethanone (2.2 g, 8.27 mmol) was suspended in phosphoryl chloride (30 mL) and the reaction was heated to 85° C. and stirred for 3 h. After this time the reaction mixture was cooled to room temperature and slowly poured into a 2:1 solution of satd. aq. sodium bicarbonate/ethyl acetate that was cooled to 0° C. The organic layer was separated, washed with satd. aq. sodium bicarbonate, dried over anhydrous sodium sulfate, filtered, and concentrated under reduced pres... The reactants are C(C)C1=C(N)C(=CC=C1)CC (2,6-Diethylaniline), ClCCC1COCO1 (5-β-chloroethyl-1,3-dioxolane), C([O-])([O-])=O.[K+].[K+] (potassium carbonate). The product is O1COCC1CCNC1=C(C=CC=C1CC)CC (N-(1,3-dioxolan-5-ylethyl)-2,6-diethylaniline). The reagents and catalysts are [Cl-].C(C)[N+](CC)(CC)CC (tetraethylammonium chloride). Procedure details: 2,6-Diethylaniline (0.3 mole, 5-β-chloroethyl-1,3-dioxolane (0.3 mole), potassium carbonate (0.3 mole) and tetraethylammonium chloride (2 grams) are charged into a glass reaction vessel equipped with a mechanical stirrer, thermometer and reflux condenser. The reaction mixture is heated at reflux for a period of 4 hours. After this time the mixture is filtered to yield the desired product N-(1,3-dioxolan-5-ylethyl)-2,6-diethylaniline. RXN SMILES: [CH2:1]([C:3]1[CH:9]=[CH:8][CH:7]=[C:6]([CH2:10][CH3:11])[C:4]=1[NH2:5])[CH3:2].Cl[CH2:13][CH2:14][CH:15]1[O:19][CH2:18][O:17][CH2:16]1.C(=O)([O-])[O-].[K+].[K+]>[Cl-].C([N+](CC)(CC)CC)C>[O:19]1[CH:15]([CH2:14][CH2:13][NH:5][C:4]2[C:6]([CH2:10][CH3:11])=[CH:7][CH:8]=[CH:9][C:3]=2[CH2:1][CH3:2])[CH2:16][O:17][CH2:18]1 |f:2.3.4,5.6|. Starting materials: C(=O)(OCC1=CC=CC=C1)NCCC[C@H](NC(C(C1=CC=CC=C1)C1=CC=CC=C1)=O)C(=O)N[C@@H](CO)C1=CC=C(C=C1)OC ((R)-N5 -(Cbz)-N2 -(diphenylacetyl)-(S)-N-[2-hydroxy-1 -(4-methoxyphenyl)-ethyl]ornithine amide), Cl (HCl). The reagents and catalysts are [Pd] (Pd/C). Run in CO (MeOH), CO (MeOH). The product is Cl.C1(=CC=CC=C1)C(C(=O)N[C@@H](CCCN)C(=O)N[C@@H](CO)C1=CC=C(C=C1)OC)C1=CC=CC=C1 ((R)-N2 -(Diphenylacetyl)-(S)-N-[2-hydroxy-l-(4-methoxyphenyl)-ethyl]ornithine amide hydrochloride). As a reaction SMILES: C([NH:11][CH2:12][CH2:13][CH2:14][C@@H:15]([C:32]([NH:34][C@H:35]([C:38]1[CH:43]=[CH:42][C:41]([O:44][CH3:45])=[CH:40][CH:39]=1)[CH2:36][OH:37])=[O:33])[NH:16][C:17](=[O:31])[CH:18]([C:25]1[CH:30]=[CH:29][CH:28]=[CH:27][CH:26]=1)[C:19]1[CH:24]=[CH:23][CH:22]=[CH:21][CH:20]=1)(OCC1C=CC=CC=1)=O.[ClH:46]>[Pd].CO>[ClH:46].[C:19]1([CH:18]([C:25]2[CH:30]=[CH:29][CH:28]=[CH:27][CH:26]=2)[C:17]([NH:16][C@H:15]([C:32]([NH:34][C@H:35]([C:38]2[CH:43]=[CH:42][C:41]([O:44][CH3:45])=[CH:40][CH:39]=2)[CH2:36][OH:37])=[O:33])[CH2:14][CH2:13][CH2:12][NH2:11])=[O:31])[CH:24]=[CH:23][CH:22]=[CH:21][CH:20]=1 |f:4.5|. Reported procedure: Prepared according to the method described in Example 1(e) above from (R)-N5 -(Cbz)-N2 -(diphenylacetyl)-(S)-N-[2-hydroxy-1 -(4-methoxyphenyl)-ethyl]ornithine amide (2.85 g; from step (c) above), 10% Pd/C (1.40 g), MeOH (200 mL) and concentrated HCl (2 mL) under hydrogen for 6 hours to give the crude product as a solid (2.6 g). Pure sub-title compound was obtained by crystallization from MeOH:diethyl ether to give a white solid (1.58 g). The reactants are ClC=1C=C(C=CC1F)[N+](=O)[O-] (3-chloro-4-fluoronitrobenzene), S1C(=CC=C1)S (2-thiophenethiol). Yields the product S1C(=CC=C1)SC1=C(C=C(C=C1)[N+](=O)[O-])Cl (2-chloro-4-nitrophenyl 2-thienyl sulphide). Yield: 32.0%. RXN SMILES: [Cl:1][C:2]1[CH:3]=[C:4]([N+:9]([O-:11])=[O:10])[CH:5]=[CH:6][C:7]=1F.[S:12]1[CH:16]=[CH:15][CH:14]=[C:13]1[SH:17]>>[S:12]1[CH:16]=[CH:15][CH:14]=[C:13]1[S:17][C:7]1[CH:6]=[CH:5][C:4]([N+:9]([O-:11])=[O:10])=[CH:3][C:2]=1[Cl:1]. Procedure details: Using an analogous procedure to that described in the first paragraph of the portion of Example 8 which is concerned with the preparation of starting materials, 3-chloro-4-fluoronitrobenzene was reacted with 2-thiophenethiol to give 2-chloro-4-nitrophenyl 2-thienyl sulphide in 32% yield.